From a dataset of the Open Reaction Database (ORD), a public repository of structured organic reaction records. describe an organic reaction: reactants, conditions, products, and yield The reactants are CC(=O)N1CC(C)(C)c2ccc(NC(=O)c3ccccc3NCc3ccncc3)cc21, Cl, O. Yields the product CC1(C)CNc2cc(NC(=O)c3ccccc3NCc3ccncc3)ccc21. Reaction SMILES: [C:1](=[O:2])([CH3:3])[N:4]1[CH2:5][C:6]([CH3:30])([CH3:31])[c:7]2[cH:8][cH:9][c:10]([NH:13][C:14]([c:15]3[c:16]([NH:21][CH2:22][c:23]4[cH:24][cH:25][n:26][cH:27][cH:28]4)[cH:17][cH:18][cH:19][cH:20]3)=[O:29])[cH:11][c:12]21.[ClH:32].[OH2:33]>>[NH:4]1[CH2:5][C:6]([CH3:30])([CH3:31])[c:7]2[cH:8][cH:9][c:10]([NH:13][C:14]([c:15]3[c:16]([NH:21][CH2:22][c:23]4[cH:24][cH:25][n:26][cH:27][cH:28]4)[cH:17][cH:18][cH:19][cH:20]3)=[O:29])[cH:11][c:12]21.